This data is from the Open Reaction Database (ORD), a public repository of structured organic reaction records. The task is: describe an organic reaction: reactants, conditions, products, and yield Reactants: C([O-])([O-])=O.[K+].[K+] (potassium carbonate), C(C)(=O)OCC=1OC2=C(C1)C(=CC=C2F)F (2-acetoxymethyl-4,7-difluorobenzofuran), C(C)(=O)OCC (ethyl acetate). The solvent is CO (methanol). Run at time 2 hour. The product is FC1=CC=C(C2=C1C=C(O2)CO)F (4,7-Difluoro-2-hydroxymethylbenzofuran). Yield: 78.5%. RXN SMILES: C([O:4][CH2:5][C:6]1[O:7][C:8]2[C:14]([F:15])=[CH:13][CH:12]=[C:11]([F:16])[C:9]=2[CH:10]=1)(=O)C.C(=O)([O-])[O-].[K+].[K+].C(OCC)(=O)C>CO>[F:16][C:11]1[C:9]2[CH:10]=[C:6]([CH2:5][OH:4])[O:7][C:8]=2[C:14]([F:15])=[CH:13][CH:12]=1 |f:1.2.3|. Procedure: 252 mg of 2-acetoxymethyl-4,7-difluorobenzofuran was dissolved in 5 ml of methanol and 455 mg of potassium carbonate was added to the solution at room temperature. The resulting mixture was stirred at the same temperature for 2 hours, followed by the addition of ethyl acetate thereto. The organic layer was washed with brine, dried over anhydrous magnesium sulfate, and evaporated. The resulting residue was subjected to silica gel chromatography (developer: 5% ethyl acetate/n-hexane) to give 161 m... Reactants: N1C=CC2=CC(=CC=C12)C(=O)O (1H-indole-5-carboxylic acid), ON=C(C1=CN=CC=C1)N (N′-hydroxynicotinimidamide), N (NH3). Yields the product N1C=CC2=CC(=CC=C12)C1=NC(=NO1)C=1C=NC=CC1 (5-(1H-indol-5-yl)-3-(pyridin-3-yl)-1,2,4-oxadiazole). RXN SMILES: [NH:1]1[C:9]2[C:4](=[CH:5][C:6]([C:10]([OH:12])=O)=[CH:7][CH:8]=2)[CH:3]=[CH:2]1.O[N:14]=[C:15]([NH2:22])[C:16]1[CH:21]=[CH:20][CH:19]=[N:18][CH:17]=1.N>>[NH:1]1[C:9]2[C:4](=[CH:5][C:6]([C:10]3[O:12][N:22]=[C:15]([C:16]4[CH:17]=[N:18][CH:19]=[CH:20][CH:21]=4)[N:14]=3)=[CH:7][CH:8]=2)[CH:3]=[CH:2]1. Procedure: The title compound was prepared according to Method C using 1H-indole-5-carboxylic acid (Aldrich) and N′-hydroxynicotinimidamide (Tyger). 1H NMR (300 MHz, DMSO-d6) δ 6.69 (dt, J=2.3, 1.4 Hz, 1 H), 7.55 (t, J=2.7 Hz, 1 H), 7.62-7.70 (m, 2 H), 7.94 (dd, J=8.8, 1.7 Hz, 1 H), 8.46 (dt, J=8.1, 1.9 Hz, 1 H), 8.49-8.52 (m, 1 H), 8.81 (dd, J=4.7, 1.7 Hz, 1 H), 9.27 (dd, J=2.2, 0.8 Hz, 1 H) ppm; MS (DCI/NH3) m/z 263 (M+H)+. Starting materials: ClC=1C=C2C(=C(C=NC2=CC1)[N+](=O)[O-])NC1=CC=C(C=C1)C(C#N)(C)C (2-(4-(6-Chloro-3-nitroquinolin-4-ylamino)phenyl)-2-methylpropanenitrile). The reagents and catalysts are [Ni] (Ni). Run in C1CCOC1.CO (THF MeOH). Yields the product NC=1C=NC2=CC=C(C=C2C1NC1=CC=C(C=C1)C(C#N)(C)C)Cl (2-(4-(3-Amino-6-chloroquinolin-4-ylamino)phenyl)-2-methylpropanenitrile). Reaction SMILES: [Cl:1][C:2]1[CH:3]=[C:4]2[C:9](=[CH:10][CH:11]=1)[N:8]=[CH:7][C:6]([N+:12]([O-])=O)=[C:5]2[NH:15][C:16]1[CH:21]=[CH:20][C:19]([C:22]([CH3:26])([CH3:25])[C:23]#[N:24])=[CH:18][CH:17]=1>C1COCC1.CO.[Ni]>[NH2:12][C:6]1[CH:7]=[N:8][C:9]2[C:4]([C:5]=1[NH:15][C:16]1[CH:17]=[CH:18][C:19]([C:22]([CH3:25])([CH3:26])[C:23]#[N:24])=[CH:20][CH:21]=1)=[CH:3][C:2]([Cl:1])=[CH:11][CH:10]=2 |f:1.2|. Reported procedure: 2-(4-(6-Chloro-3-nitroquinolin-4-ylamino)phenyl)-2-methylpropanenitrile (Compound of Preparation F, 5 g, 13.6 mmol) and Raney-Ni (2 g) were shaken in 100 mL of THF-MeOH (1:1) under 25 psi of H2 for 3 hours at RT. After completion of reaction, the catalyst was filtered-off and the filtrate was evaporated to dryness to obtain the title compound. Yield: 3.5 g (66%); 1H NMR (DMSO-d6, 300 MHz): δ 8.599 (s, 1H), 7.892 (s, 1H), 7.816-7.846 (d, 1H, J=9 Hz), 7.655-7.663 (d, 1H, J=2.4), 7.312-7349 (dd, 1H... Starting materials: CCO, Cn1ccc(NC(=O)c2cc(OCc3ccccc3)cc(OC(CF)CF)c2)n1. Product: Cn1ccc(NC(=O)c2cc(O)cc(OC(CF)CF)c2)n1. As a reaction SMILES: [CH3:30][CH2:31][OH:32].[F:1][CH2:2][CH:3]([CH2:4][F:5])[O:6][c:7]1[cH:8][c:9]([C:10](=[O:11])[NH:12][c:13]2[n:14][n:15]([CH3:18])[cH:16][cH:17]2)[cH:19][c:20]([O:22][CH2:23][c:24]2[cH:25][cH:26][cH:27][cH:28][cH:29]2)[cH:21]1>>[F:1][CH2:2][CH:3]([CH2:4][F:5])[O:6][c:7]1[cH:8][c:9]([C:10](=[O:11])[NH:12][c:13]2[n:14][n:15]([CH3:18])[cH:16][cH:17]2)[cH:19][c:20]([OH:22])[cH:21]1. Reported procedure: 60 g (347 mmol) of 2-bromophenol, 57.43 g (416 mmol) of potassium carbonate, 57 g (347 mmol) of potassium iodide, 600 ml of N,N-dimethylformamide and 4.34 g (416 mmol) of 3-chloro-2-butanone are introduced into a 1 liter three-necked flask equipped with a reflux condenser. The mixture is heated at 80° C. for 16 hours. 1500 ml of water are added and extraction is then carried out with ethyl acetate (3×400 ml). The organic phases are combined, washed with a molar sodium hydroxide solution (2×500 m... The solvent is O (water), CN(C=O)C (N,N-dimethylformamide). As a reaction SMILES: [Br:1][C:2]1[CH:7]=[CH:6][CH:5]=[CH:4][C:3]=1[OH:8].C(=O)([O-])[O-].[K+].[K+].[I-].[K+].Cl[CH:18]([CH3:22])[C:19](=[O:21])[CH3:20]>O.CN(C)C=O>[Br:1][C:2]1[CH:7]=[CH:6][CH:5]=[CH:4][C:3]=1[O:8][CH:18]([CH3:22])[C:19](=[O:21])[CH3:20] |f:1.2.3,4.5|. Conditions: temperature 80 celsius. Product: BrC1=C(OC(C(C)=O)C)C=CC=C1 (3-(2-bromophenoxy)-2-butanone). The yield is 89.0%. The reactants are BrC1=C(C=CC=C1)O (2-bromophenol), C([O-])([O-])=O.[K+].[K+] (potassium carbonate), [I-].[K+] (potassium iodide), ClC(C(C)=O)C (3-chloro-2-butanone). Reactants: C(C(=O)O)(=O)O (oxalic acid), ClC1=CC=2C(N(CC(OC2N=C1)CCCl)C)=O (7-chloro-2-(2-chloroethyl)-2,3-dihydro-4-methylpyrido[3,2-f][1,4]-oxazepine-5(4H)-one), C(C1=CC=CC=C1)CN (benzylmethylamine), C(C1=CC=CC=C1)CN (benzylmethylamine). Run in C(C)(C)O (isopropyl alcohol), C(C)O (ethanol). Yields the product C(C(=O)O)(=O)O.ClC1=CC=2C(N(CC(OC2N=C1)NCC1=C(C=CC=C1)C)C)=O (7-Chloro-2,3-dihydro-4-methyl-2-[2-methyl(phenylmethyl)amino]pyrido[3,2-f][1,4]oxazepin-5(4H)-one oxalate). Yield: 47.9%. RXN SMILES: [Cl:1][C:2]1[CH:12]=[N:11][C:10]2[O:9][CH:8](CCCl)[CH2:7][N:6]([CH3:16])[C:5](=[O:17])[C:4]=2[CH:3]=1.[CH2:18]([CH2:25][NH2:26])[C:19]1C=C[CH:22]=[CH:21][CH:20]=1.[C:27]([OH:32])(=[O:31])[C:28]([OH:30])=[O:29]>C(O)C.C(O)(C)C>[C:27]([OH:32])(=[O:31])[C:28]([OH:30])=[O:29].[Cl:1][C:2]1[CH:12]=[N:11][C:10]2[O:9][CH:8]([NH:26][CH2:25][C:18]3[CH:19]=[CH:20][CH:21]=[CH:22][C:27]=3[CH3:28])[CH2:7][N:6]([CH3:16])[C:5](=[O:17])[C:4]=2[CH:3]=1 |f:5.6|. Procedure: To a solution of 6.0 g (0.022 mole) of 7-chloro-2-(2-chloroethyl)-2,3-dihydro-4-methylpyrido[3,2-f][1,4]-oxazepine-5(4H)-one in 50 ml of absolute ethanol was added 5.3 g (0.044 mole) of benzylmethylamine and the mixture heated to reflux for three days. The solvent was removed by rotary evaporation, and the residue was taken up in 100 ml of methylene chloride, which was subsequently washed with 2×50 ml of dilute sodium hydroxide and 50 ml water, dried over sodium sulfate, filtered, and concentrat... Reactants: CS(=O)(=O)OCCCc1ccccc1Br, N#C[K], CN(C)C=O, O. Yields the product N#CCCCc1ccccc1Br. RXN SMILES: [Br:1][c:2]1[c:3]([CH2:8][CH2:9][CH2:10][O:11][S:12]([CH3:13])(=[O:14])=[O:15])[cH:4][cH:5][cH:6][cH:7]1.[K:16][C:17]#[N:18].[O:20]=[CH:21][N:22]([CH3:23])[CH3:24].[OH2:19]>>[Br:1][c:2]1[c:3]([CH2:8][CH2:9][CH2:10][C:17]#[N:18])[cH:4][cH:5][cH:6][cH:7]1.